This data is from the Open Reaction Database (ORD), a public repository of structured organic reaction records. The task is: describe an organic reaction: reactants, conditions, products, and yield Reactants: IC1=CC2=C(NC(CC(C2=O)C(=O)OCC)=O)C=C1 (ethyl 7-iodo-2,5-dioxo-2,3,4,5-tetrahydro-1H-benzo[b]azepine-4-carboxylate), [Na+].[Cl-] (NaCl), O (H2O), O (H2O). Run in CS(=O)C (dimethyl sulfoxide). Run at temperature 150 celsius, time 1.5 hour. The product is IC1=CC2=C(NC(CCC2=O)=O)C=C1 (7-Iodo-3,4-dihydro-1H-benzo[b]azepine-2,5-dione). Reaction SMILES: [I:1][C:2]1[CH:19]=[CH:18][C:5]2[NH:6][C:7](=[O:17])[CH2:8][CH:9](C(OCC)=O)[C:10](=[O:11])[C:4]=2[CH:3]=1.[Na+].[Cl-].O>CS(C)=O>[I:1][C:2]1[CH:19]=[CH:18][C:5]2[NH:6][C:7](=[O:17])[CH2:8][CH2:9][C:10](=[O:11])[C:4]=2[CH:3]=1 |f:1.2|. Reported procedure: To a solution of ethyl 7-iodo-2,5-dioxo-2,3,4,5-tetrahydro-1H-benzo[b]azepine-4-carboxylate (iii-a) (4.84 g, 13.2 mmol) in dimethyl sulfoxide (66 mL) was added a solution of NaCl (81 mg, 15.9 mmol) in H2O (475 μL, 26.4 mmol). The reaction mixture was heated to 150° C. for 2 h, and subsequently cooled to 0° C. for 30 min. H2O (120 mL) was added and the solution was allowed to stir for an additional 1.5 h at 0° C. The resulting precipitate was filtered to provide iv-a (3.2 g, 81%) as a purple/brow... Starting materials: COC(=O)C1=C(C=C2[C@H](CCSC2=C1)NC(=O)OCC1=CC=CC=C1)Cl ((S)-4-(benzyloxycarbonylamino)-6-chlorothiochromane-7-carboxylic acid methyl ester), C([O-])([O-])=O.[K+].[K+] (potassium carbonate). Product: C(C1=CC=CC=C1)OC(=O)N[C@H]1CCSC2=CC(=C(C=C12)Cl)C(=O)O ((S)-4-(benzyloxycarbonylamino)-6-chlorothiochromane-7-carboxylic acid). Yield: 98.0%. As a reaction SMILES: C[O:2][C:3]([C:5]1[CH:14]=[C:13]2[C:8]([C@@H:9]([NH:15][C:16]([O:18][CH2:19][C:20]3[CH:25]=[CH:24][CH:23]=[CH:22][CH:21]=3)=[O:17])[CH2:10][CH2:11][S:12]2)=[CH:7][C:6]=1[Cl:26])=[O:4].C(=O)([O-])[O-].[K+].[K+]>>[CH2:19]([O:18][C:16]([NH:15][C@@H:9]1[C:8]2[C:13](=[CH:14][C:5]([C:3]([OH:4])=[O:2])=[C:6]([Cl:26])[CH:7]=2)[S:12][CH2:11][CH2:10]1)=[O:17])[C:20]1[CH:25]=[CH:24][CH:23]=[CH:22][CH:21]=1 |f:1.2.3|. Reported procedure: By a similar reaction operation as in Starting Material Synthetic Example 6 using (S)-4-(benzyloxycarbonylamino)-6-chlorothiochromane-7-carboxylic acid methyl ester (450 mg) and potassium carbonate (317 mg), the objective (S)-4-(benzyloxycarbonylamino)-6-chlorothiochromane-7-carboxylic acid (425 mg) was obtained as colorless crystals.